describe an organic reaction: reactants, conditions, products, and yield From a dataset of the Open Reaction Database (ORD), a public repository of structured organic reaction records. Reactants: FC(C(F)(F)F)(OC1=C(C=CC=C1)S(=O)(=O)N=C=O)F (2-pentafluoroethoxyphenylsulfonyl isocyanate), NC1=NC(=NC(=N1)OC)C (2-amino-4-methoxy-6-methyl-1,3,5-triazine). Run in O1CCOCC1 (dioxane). Reaction conditions: temperature 20 celsius. The product is FC(C(F)(F)F)(OC1=C(C=CC=C1)S(=O)(=O)NC(=O)NC1=NC(=NC(=N1)OC)C)F (N-(2-Pentafluoroethoxyphenylsulfonyl)-N'-(4-methoxy-6-methyl-1,3,5-triazin-2-yl)urea). Reaction SMILES: [F:1][C:2]([F:20])([O:7][C:8]1[CH:13]=[CH:12][CH:11]=[CH:10][C:9]=1[S:14]([N:17]=[C:18]=[O:19])(=[O:16])=[O:15])[C:3]([F:6])([F:5])[F:4].[NH2:21][C:22]1[N:27]=[C:26]([O:28][CH3:29])[N:25]=[C:24]([CH3:30])[N:23]=1>O1CCOCC1>[F:20][C:2]([F:1])([O:7][C:8]1[CH:13]=[CH:12][CH:11]=[CH:10][C:9]=1[S:14]([NH:17][C:18]([NH:21][C:22]1[N:27]=[C:26]([O:28][CH3:29])[N:25]=[C:24]([CH3:30])[N:23]=1)=[O:19])(=[O:15])=[O:16])[C:3]([F:6])([F:5])[F:4]. Procedure: 3.2 g of 2-pentafluoroethoxyphenylsulfonyl isocyanate and 1.4 g of 2-amino-4-methoxy-6-methyl-1,3,5-triazine are stirred in 40 ml of dioxane for 3 hours at 90°-100° C. The solution is then cooled to 20° C., filtered, and concentrated to about 1/4 of its volume. After addition of ether, 3.3 g of N-(2-pentafluoroethoxyphenylsulfonyl)-N'-(4-methoxy-6-methyl-1,3,5-triazin-2-yl)urea crystallise from the residue. Melting point: 157°-159° C. Reactants: C[C@@H]1C(=O)O[C@H](C(=O)O1)C (meso-lactide). Solvent: O (water). Yields the product CC1C(=O)OC(C(=O)O1)C (DL-lactide). Reaction SMILES: [CH3:1][C@H:2]1[O:9][C:7](=[O:8])[C@H:6]([CH3:10])[O:5][C:3]1=[O:4]>O>[CH3:1][CH:2]1[O:9][C:7](=[O:8])[CH:6]([CH3:10])[O:5][C:3]1=[O:4]. Procedure details: When DL-lactic acid is used as a raw material, the crude lactide has a high meso-lactide content. When the crude lactide is gradually cooled, DL-lactide is precipitated and allowed to persist in the form of crystals in the molten meso-lactide phase and the whole crude lactide assumes a slurry state. The crude lactide in the slurry state is mixed with a substantially equal weight of water and the resultant mixture is immediately cooled to the vicinity of 30° C. for the purpose of preventing DL-la... Starting materials: ClC=1OC2=C(N1)C=C(C(=C2)C)C (2-chloro-5,6-dimethyl-1,3-benzoxazole), [Cl-].C(C1=CC=CC=C1)OC(=O)[C@H]1[NH2+]CCCC1 ((2S)-2-[(benzyloxy)carbonyl]piperidinium chloride). Product: CC=1C(=CC2=C(N=C(O2)N2[C@@H](CCCC2)C(=O)OCC2=CC=CC=C2)C1)C (benzyl (2S)-1-[5,6-dimethyl-1,3-benzoxazol-2-yl]-2-piperidinecarboxylate). As a reaction SMILES: Cl[C:2]1[O:3][C:4]2[CH:10]=[C:9]([CH3:11])[C:8]([CH3:12])=[CH:7][C:5]=2[N:6]=1.[Cl-].[CH2:14]([O:21][C:22]([C@@H:24]1[CH2:29][CH2:28][CH2:27][CH2:26][NH2+:25]1)=[O:23])[C:15]1[CH:20]=[CH:19][CH:18]=[CH:17][CH:16]=1>>[CH3:12][C:8]1[C:9]([CH3:11])=[CH:10][C:4]2[O:3][C:2]([N:25]3[CH2:26][CH2:27][CH2:28][CH2:29][C@H:24]3[C:22]([O:21][CH2:14][C:15]3[CH:20]=[CH:19][CH:18]=[CH:17][CH:16]=3)=[O:23])=[N:6][C:5]=2[CH:7]=1 |f:1.2|. Procedure details: The title compound was prepared by a similar method to Preparation 2 from 2-chloro-5,6-dimethyl-1,3-benzoxazole [see J. Med. Chem. (1972), 15, 523-9] and (2S)-2-[(benzyloxy)carbonyl]piperidine [see EP 530167 A1 930303]. The crude product was purified by column chromatography on silica gel eluting with a solvent gradient of 100:0 changing to 80:20, by volume, hexane:ethyl acetate to afford benzyl (2S)-1-[5,6-dimethyl-1,3-benzoxazol-2-yl]-2-piperidinecarboxylate as a yellow coloured solid. Reaction SMILES: [CH3:1][O:2][C:3]([CH:4]([CH2:5][CH:6]1[CH2:7][CH2:8][CH2:9][CH2:10]1)[c:11]1[cH:12][cH:13][c:14](-[c:17]2[cH:18][c:19]3[cH:20][cH:21][nH:22][c:23]3[cH:24][cH:25]2)[cH:15][cH:16]1)=[O:26].[CH3:27][NH:28][C:29](=[O:30])[NH2:31].[CH3:32][O-:33].[CH3:35][O-:36].[CH3:37][OH:38].[Mg+2:34]>>[C:3]([CH:4]([CH2:5][CH:6]1[CH2:7][CH2:8][CH2:9][CH2:10]1)[c:11]1[cH:12][cH:13][c:14](-[c:17]2[cH:18][c:19]3[cH:20][cH:21][nH:22][c:23]3[cH:24][cH:25]2)[cH:15][cH:16]1)(=[O:26])[NH:31][C:29]([NH:28][CH3:27])=[O:30]. Reactants: COC(=O)C(CC1CCCC1)c1ccc(-c2ccc3[nH]ccc3c2)cc1, CNC(N)=O, C[O-], C[O-], CO, [Mg+2]. Yields the product CNC(=O)NC(=O)C(CC1CCCC1)c1ccc(-c2ccc3[nH]ccc3c2)cc1. Starting materials: C, CCCN(CCC)CCc1cccc([N+](=O)[O-])c1CC(=O)O, Cl, Cl, [Na+], [OH-], OO, [Pd]. The product is CCCN(CCC)CCc1cccc2c1CC(=O)N2, Cl. As a reaction SMILES: [C:29].[CH2:7]([CH2:8][CH3:9])[N:10]([CH2:11][CH2:12][c:13]1[cH:14][cH:15][cH:16][c:17]([N+:23]([O-:24])=[O:25])[c:18]1[CH2:19][C:20](=[O:21])[OH:22])[CH2:26][CH2:27][CH3:28].[ClH:5].[ClH:6].[Na+:4].[OH-:3].[OH:1][OH:2].[Pd:30]>>[CH2:7]([CH2:8][CH3:9])[N:10]([CH2:11][CH2:12][c:13]1[cH:14][cH:15][cH:16][c:17]2[c:18]1[CH2:19][C:20](=[O:21])[NH:23]2)[CH2:26][CH2:27][CH3:28].[ClH:5].